Task: describe an organic reaction: reactants, conditions, products, and yield. Dataset: the Open Reaction Database (ORD), a public repository of structured organic reaction records RXN SMILES: [N:1]1[N:2]([C:10]2[CH:15]=[C:14]([CH3:16])[CH:13]=[C:12]([CH:17]([CH2:20][CH2:21][CH2:22][CH2:23][CH3:24])[CH:18]=[CH2:19])[C:11]=2[OH:25])[N:3]=[C:4]2[CH:9]=[CH:8][CH:7]=[CH:6][C:5]=12>[Pd].CC([O-])=O.CC([O-])=O.[Pb+2].CCCCCC>[N:1]1[N:2]([C:10]2[CH:15]=[C:14]([CH3:16])[CH:13]=[C:12]([CH:17]([CH2:20][CH2:21][CH2:22][CH2:23][CH3:24])[CH2:18][CH3:19])[C:11]=2[OH:25])[N:3]=[C:4]2[CH:9]=[CH:8][CH:7]=[CH:6][C:5]=12 |f:1.2.3.4|. The solvent is CCCCCC (hexane). The reagents and catalysts are [Pd].CC(=O)[O-].CC(=O)[O-].[Pb+2] (Lindlar catalyst). Procedure: 0.5 g of 2-(benzotriazole-2-yl)-4-methyl-6-(1-octen-3-yl)-phenol and a trace of “Lindlar catalyst” (Fluka) in 20 ml of hexane was hydrogenated for 4 hours under normal hydrogen pressure. Then the reaction mixture was filtered and concentrated to yield (quantitatively) 2-(benzotriazole-2-yl)-4-methyl-6-(3-octyl)-phenol as a yellow liquid. Reactants: N=1N(N=C2C1C=CC=C2)C2=C(C(=CC(=C2)C)C(C=C)CCCCC)O (2-(benzotriazole-2-yl)-4-methyl-6-(1-octen-3-yl)-phenol). Yields the product N=1N(N=C2C1C=CC=C2)C2=C(C(=CC(=C2)C)C(CC)CCCCC)O (2-(benzotriazole-2-yl)-4-methyl-6-(3-octyl)-phenol). The reactants are CCC1(C)NC(=O)NC1=S, CCOCC, CCCCCC, CN(C)c1ccccc1CCl, Cl. The product is CCC1(C)NC(=O)N=C1SCc1ccccc1N(C)C. As a reaction SMILES: [CH2:13]([CH3:14])[C:15]1([CH3:22])[C:16](=[S:21])[NH:17][C:18](=[O:20])[NH:19]1.[CH2:29]([O:30][CH2:31][CH3:32])[CH3:33].[CH3:23][CH2:24][CH2:25][CH2:26][CH2:27][CH3:28].[CH3:2][N:3]([c:4]1[c:5]([CH2:6][Cl:7])[cH:8][cH:9][cH:10][cH:11]1)[CH3:12].[ClH:1]>>[CH3:2][N:3]([c:4]1[c:5]([CH2:6][S:21][C:16]2=[N:17][C:18](=[O:20])[NH:19][C:15]2([CH2:13][CH3:14])[CH3:22])[cH:8][cH:9][cH:10][cH:11]1)[CH3:12]. Starting materials: Oc1ccc(Br)cc1, OCc1ccc(Cl)c(Cl)c1, CCOC(=O)N=NC(=O)OCC, C1CCOC1, c1ccc(P(c2ccccc2)c2ccccc2)cc1, Cc1ccccc1. Product: Clc1ccc(COc2ccc(Br)cc2)cc1Cl. Reaction SMILES: [Br:1][c:2]1[cH:3][cH:4][c:5]([OH:8])[cH:6][cH:7]1.[Cl:9][c:10]1[cH:11][c:12]([CH2:13][OH:14])[cH:15][cH:16][c:17]1[Cl:18].[N:45]([C:46]([O:47][CH2:48][CH3:49])=[O:50])=[N:51][C:52]([O:53][CH2:54][CH3:55])=[O:56].[O:57]1[CH2:58][CH2:59][CH2:60][CH2:61]1.[c:19]1([P:20]([c:21]2[cH:22][cH:23][cH:24][cH:25][cH:26]2)[c:27]2[cH:28][cH:29][cH:30][cH:31][cH:32]2)[cH:33][cH:34][cH:35][cH:36][cH:37]1.[c:38]1([CH3:39])[cH:40][cH:41][cH:42][cH:43][cH:44]1>>[Br:1][c:2]1[cH:3][cH:4][c:5]([O:8][CH2:13][c:12]2[cH:11][c:10]([Cl:9])[c:17]([Cl:18])[cH:16][cH:15]2)[cH:6][cH:7]1. The reactants are NC1=CC2=CC(=CC=C2C=C1[N+](=O)[O-])S(=O)(=O)CC(C)C (2-Amino-7-isobutylsulfonyl-3-nitronaphthalene), S(=O)([O-])S(=O)[O-].[Na+].[Na+] (sodium hydrosulfite), O (water). Solvent: C(C)O (ethanol). Product: C(C(C)C)S(=O)(=O)C1=CC=C2C=C(C(=CC2=C1)N)N (7-Isobutylsulfonyl-2,3-naphthalenediamine). RXN SMILES: [NH2:1][C:2]1[C:11]([N+:12]([O-])=O)=[CH:10][C:9]2[C:4](=[CH:5][C:6]([S:15]([CH2:18][CH:19]([CH3:21])[CH3:20])(=[O:17])=[O:16])=[CH:7][CH:8]=2)[CH:3]=1.S(S([O-])=O)([O-])=O.[Na+].[Na+].O>C(O)C>[CH2:18]([S:15]([C:6]1[CH:5]=[C:4]2[C:9]([CH:10]=[C:11]([NH2:12])[C:2]([NH2:1])=[CH:3]2)=[CH:8][CH:7]=1)(=[O:17])=[O:16])[CH:19]([CH3:21])[CH3:20] |f:1.2.3|. Procedure details: To 0.025 mole of the 2-amino-7-isobutylsulfonyl-3-nitronaphthalene (prepared in Example 11) in 100 ml of 95% ethanol is added a solution of 3.4 equivalents of sodium hydrosulfite (Na2S2O4) in a solution of 100 ml of water and 15 ml concentrated (28%) ammonium hydroxide. The mixture is refluxed for 5 minutes and an amount of hydrosulfite solution equal to 10% of the original is added to the refluxing mixture. TLC (silica gel, ether) indicates consumption of starting material. The mixture is conce... Reaction conditions: time 8 hour. Yields the product C(C1=CC=CC=C1)OCCC=CC1=C(C=CC(=C1)Br)O (2-(4-Benzyloxybut-1-enyl)-4-bromophenol). Starting materials: CC(C)([O-])C.[K+] (potassium tert-butoxide), O (water), [Br-].C(C1=CC=CC=C1)OCCC[P+](C1=CC=CC=C1)(C1=CC=CC=C1)C1=CC=CC=C1 ((3-benzyloxypropyl)triphenylphosphonium bromide), BrC=1C=CC(=C(C=O)C1)O (5-bromo-2-hydroxybenzaldehyde), cis- and trans-2-(4-benzyloxybut-1-enyl)-4-bromophenol. RXN SMILES: [Br-].[CH2:2]([O:9][CH2:10][CH2:11][CH2:12][P+](C1C=CC=CC=1)(C1C=CC=CC=1)C1C=CC=CC=1)[C:3]1[CH:8]=[CH:7][CH:6]=[CH:5][CH:4]=1.CC(C)([O-])C.[K+].[Br:38][C:39]1[CH:40]=[CH:41][C:42]([OH:47])=[C:43]([CH:46]=1)[CH:44]=O.O>C1COCC1>[CH2:2]([O:9][CH2:10][CH2:11][CH:12]=[CH:44][C:43]1[CH:46]=[C:39]([Br:38])[CH:40]=[CH:41][C:42]=1[OH:47])[C:3]1[CH:4]=[CH:5][CH:6]=[CH:7][CH:8]=1 |f:0.1,2.3|. Procedure details: 60.0 g (122 mmol) of (3-benzyloxypropyl)triphenylphosphonium bromide are initially introduced in 400 ml of THF, and a solution of 25.0 g (223 mmol) of potassium tert-butoxide in 100 ml of THF is added dropwise at −10° C. A solution of 20.0 g (99.5 mmol) of 5-bromo-2-hydroxybenzaldehyde in 200 ml of THF is subsequently added dropwise at 0° C., and the batch is stirred overnight at room temp. The reaction mixture is subsequently hydrolysed using water and extracted three times with MTB ether. The ... Solvent: C1CCOC1 (THF), C1CCOC1 (THF), C1CCOC1 (THF).